This data is from the Open Reaction Database (ORD), a public repository of structured organic reaction records. The task is: describe an organic reaction: reactants, conditions, products, and yield Reactants: CC(C)(C)OC(=O)Nc1cc(F)c(F)cc1C(=O)NCC(=O)NCC1CCN(Cc2ccc(O)c([N+](=O)[O-])c2)CC1, C, CO, [Pd]. The product is CC(C)(C)OC(=O)Nc1cc(F)c(F)cc1C(=O)NCC(=O)NCC1CCN(Cc2ccc(O)c(N)c2)CC1. As a reaction SMILES: [C:1]([CH3:2])([CH3:3])([CH3:4])[O:5][C:6](=[O:7])[NH:8][c:9]1[c:10]([C:11](=[O:12])[NH:13][CH2:14][C:15](=[O:16])[NH:17][CH2:18][CH:19]2[CH2:20][CH2:21][N:22]([CH2:25][c:26]3[cH:27][c:28]([N+:33]([O-:34])=[O:35])[c:29]([OH:32])[cH:30][cH:31]3)[CH2:23][CH2:24]2)[cH:36][c:37]([F:41])[c:38]([F:40])[cH:39]1.[C:42].[CH3:44][OH:45].[Pd:43]>>[C:1]([CH3:2])([CH3:3])([CH3:4])[O:5][C:6](=[O:7])[NH:8][c:9]1[c:10]([C:11](=[O:12])[NH:13][CH2:14][C:15](=[O:16])[NH:17][CH2:18][CH:19]2[CH2:20][CH2:21][N:22]([CH2:25][c:26]3[cH:27][c:28]([NH2:33])[c:29]([OH:32])[cH:30][cH:31]3)[CH2:23][CH2:24]2)[cH:36][c:37]([F:41])[c:38]([F:40])[cH:39]1. Starting materials: C(C)(C)(C)OC(NC1=C(C=C(C=C1)I)[N+](=O)[O-])=O ((4-Iodo-2-nitro-phenyl)-carbamic acid tert.-butyl ester), FC1=CC=C(C=C1)B(O)O (4-fluorobenzene boronic acid). The product is C(C)(C)(C)OC(NC1=C(C=C(C=C1)C1=CC=C(C=C1)F)[N+](=O)[O-])=O ((4′-Fluoro-3-nitro-biphenyl-4-yl)-carbamic acid tert.-butyl ester). Reaction SMILES: [C:1]([O:5][C:6](=[O:18])[NH:7][C:8]1[CH:13]=[CH:12][C:11](I)=[CH:10][C:9]=1[N+:15]([O-:17])=[O:16])([CH3:4])([CH3:3])[CH3:2].[F:19][C:20]1[CH:25]=[CH:24][C:23](B(O)O)=[CH:22][CH:21]=1>>[C:1]([O:5][C:6](=[O:18])[NH:7][C:8]1[CH:13]=[CH:12][C:11]([C:23]2[CH:24]=[CH:25][C:20]([F:19])=[CH:21][CH:22]=2)=[CH:10][C:9]=1[N+:15]([O-:17])=[O:16])([CH3:4])([CH3:3])[CH3:2]. Procedure: Prepared from (4-iodo-2-nitro-phenyl)-carbamic acid tert.-butyl ester (Example A1) and 4-fluorobenzene boronic acid according to the general procedure B. Obtained as a yellow solid (1.08 g).